Dataset: the Open Reaction Database (ORD), a public repository of structured organic reaction records. Task: describe an organic reaction: reactants, conditions, products, and yield Reactants: COC1=CC(=NC=C1)CCC1=NC=2C(=NC=C(C2)I)N1 (2-[2-(4-methoxypyridin-2-yl)ethyl]-6-iodo-3H-imidazo[4,5-b]pyridine), C([O-])([O-])=O.[K+].[K+] (potassium carbonate), [Cl-].[Li+] (lithium chloride), BrC1=CC=C(C#N)C=C1 (4-bromobenzonitrile), bis-(pinacolato)-diboron, C(C)(=O)[O-].[K+] (potassium acetate). The reagents and catalysts are [Pd].C1(=CC=CC=C1)P(C1=CC=CC=C1)C1=CC=CC=C1.C1(=CC=CC=C1)P(C1=CC=CC=C1)C1=CC=CC=C1.C1(=CC=CC=C1)P(C1=CC=CC=C1)C1=CC=CC=C1.C1(=CC=CC=C1)P(C1=CC=CC=C1)C1=CC=CC=C1 (tetrakis(triphenylphosphine)-palladium(0)), C1(=CC=CC=C1)P([C-]1C=CC=C1)C1=CC=CC=C1.[C-]1(C=CC=C1)P(C1=CC=CC=C1)C1=CC=CC=C1.[Fe+2] (1,1′-bis-(diphenylphosphino)-ferrocene), C1=CC=C(C=C1)P([C-]2C=CC=C2)C3=CC=CC=C3.C1=CC=C(C=C1)P([C-]2C=CC=C2)C3=CC=CC=C3.Cl[Pd]Cl.[Fe+2] ([1,1′-bis(diphenylphosphino)ferrocene]palladium-di-chloride). Run in O (water), O1CCOCC1 (dioxane), O1CCOCC1 (dioxane), O (water). Yields the product COC1=CC(=NC=C1)CCC1=NC=2C(=NC=C(C2)C2=CC=C(C=C2)C#N)N1 (2-[2-(4-Methoxypyridin-2-yl)ethyl]-6-(4-cyanophenyl)-3H-imidazo[4,5-b]pyridine). The yield is 46.9%. Reaction SMILES: Br[C:2]1[CH:9]=[CH:8][C:5]([C:6]#[N:7])=[CH:4][CH:3]=1.C([O-])(=O)C.[K+].[CH3:15][O:16][C:17]1[CH:22]=[CH:21][N:20]=[C:19]([CH2:23][CH2:24][C:25]2[NH:34][C:28]3=[N:29][CH:30]=[C:31](I)[CH:32]=[C:27]3[N:26]=2)[CH:18]=1.C(=O)([O-])[O-].[K+].[K+].[Cl-].[Li+]>O1CCOCC1.O.C1(P(C2C=CC=CC=2)[C-]2C=CC=C2)C=CC=CC=1.[C-]1(P(C2C=CC=CC=2)C2C=CC=CC=2)C=CC=C1.[Fe+2].C1C=CC(P(C2C=CC=CC=2)[C-]2C=CC=C2)=CC=1.C1C=CC(P(C2C=CC=CC=2)[C-]2C=CC=C2)=CC=1.Cl[Pd]Cl.[Fe+2].[Pd].C1(P(C2C=CC=CC=2)C2C=CC=CC=2)C=CC=CC=1.C1(P(C2C=CC=CC=2)C2C=CC=CC=2)C=CC=CC=1.C1(P(C2C=CC=CC=2)C2C=CC=CC=2)C=CC=CC=1.C1(P(C2C=CC=CC=2)C2C=CC=CC=2)C=CC=CC=1>[CH3:15][O:16][C:17]1[CH:22]=[CH:21][N:20]=[C:19]([CH2:23][CH2:24][C:25]2[NH:34][C:28]3=[N:29][CH:30]=[C:31]([C:2]4[CH:9]=[CH:8][C:5]([C:6]#[N:7])=[CH:4][CH:3]=4)[CH:32]=[C:27]3[N:26]=2)[CH:18]=1 |f:1.2,4.5.6,7.8,11.12.13,14.15.16.17,18.19.20.21.22|. Reported procedure: A mixture of 0.364 g of 4-bromobenzonitrile, 0.56 g of bis-(pinacolato)-diboron, 0.034 g of 1,1′-bis-(diphenylphosphino)-ferrocene, 0.044 g of [1,1′-bis(diphenylphosphino)ferrocene]palladium-di-chloride 0.588 g of potassium acetate in 20 ml of degassed dioxane are heated to reflux under N2 for 16 hours. To the resulting mixture 13 ml of degassed dioxane, 0.456 g of 2-[2-(4-methoxypyridin-2-yl)ethyl]-6-iodo-3H-imidazo[4,5-b]pyridine (example 7), 0.139 g of tetrakis(triphenylphosphine)-palladium(0...